This data is from the Open Reaction Database (ORD), a public repository of structured organic reaction records. The task is: describe an organic reaction: reactants, conditions, products, and yield Reactants: Nc1ccc(OCCCBr)cc1[N+](=O)[O-], CN1CCNCC1, O. Product: CN1CCN(CCCOc2ccc(N)c([N+](=O)[O-])c2)CC1. Reaction SMILES: [Br:1][CH2:2][CH2:3][CH2:4][O:5][c:6]1[cH:7][c:8]([N+:13](=[O:14])[O-:15])[c:9]([NH2:10])[cH:11][cH:12]1.[CH3:16][N:17]1[CH2:18][CH2:19][NH:20][CH2:21][CH2:22]1.[OH2:23]>>[CH2:2]([CH2:3][CH2:4][O:5][c:6]1[cH:7][c:8]([N+:13](=[O:14])[O-:15])[c:9]([NH2:10])[cH:11][cH:12]1)[N:20]1[CH2:19][CH2:18][N:17]([CH3:16])[CH2:22][CH2:21]1. Reactants: COC(=O)c1ccc(F)cc1OCCNC(=O)OC(C)(C)C, C1CCOC1, CO, [Li+], [OH-], O=C(O)CC(O)(CC(=O)O)C(=O)O. Yields the product CC(C)(C)OC(=O)NCCOc1cc(F)ccc1C(=O)O. RXN SMILES: [C:1]([CH3:2])([CH3:3])([CH3:4])[O:5][C:6](=[O:7])[NH:8][CH2:9][CH2:10][O:11][c:12]1[c:13]([C:14](=[O:15])[O:16][CH3:17])[cH:18][cH:19][c:20]([F:22])[cH:21]1.[CH2:23]1[O:24][CH2:25][CH2:26][CH2:27]1.[CH3:43][OH:44].[Li+:28].[OH-:29].[OH:30][C:31]([CH2:32][C:33]([C:34](=[O:35])[OH:36])([CH2:37][C:38](=[O:39])[OH:40])[OH:41])=[O:42]>>[C:1]([CH3:2])([CH3:3])([CH3:4])[O:5][C:6](=[O:7])[NH:8][CH2:9][CH2:10][O:11][c:12]1[c:13]([C:14](=[O:15])[OH:16])[cH:18][cH:19][c:20]([F:22])[cH:21]1. Starting materials: C(CC(O)(C(=O)O)CC(=O)O)(=O)O (citric acid), [Cl-].FC1=C(C[Zn+])C=CC=C1 (2-fluoro- benzylzinc chloride), C(C)(C)(C)OC(=O)N1CC(C2=NC=C(C=C21)Br)(C)C (6-bromo-3,3-dimethyl-2,3-dihydro-pyrrolo[3,2-b]pyridine-1-carboxylic acid tert-butyl ester), [Br-].[Li+] (lithium bromide). The reagents and catalysts are C(C)(C)N1C(N(C=C1)C(C)C)=[Pd-3](C1=NC=CC=C1Cl)(Cl)Cl ((1,3-diisopropylimidazol-2-ylidene)(3-chloropyridyl)palladium (II) dichloride). Solvent: O (water), C1CCOC1 (THF), C1CCOC1 (THF), CN1C(CCC1)=O (1-methyl-2-pyrrolidinone). Run at temperature 20 celsius, time 3 hour. The product is C(C)(C)(C)OC(=O)N1CC(C2=NC=C(C=C21)CC2=C(C=CC=C2)F)(C)C (6-(2-Fluoro-benzyl)-3,3-dimethyl-2,3-dihydro-pyrrolo[3,2-b]pyridine-1-carboxylic acid tert-butyl ester). The yield is 96.0%. Reaction SMILES: [C:1]([O:5][C:6]([N:8]1[C:16]2[C:11](=[N:12][CH:13]=[C:14](Br)[CH:15]=2)[C:10]([CH3:19])([CH3:18])[CH2:9]1)=[O:7])([CH3:4])([CH3:3])[CH3:2].[Br-].[Li+].[Cl-].[F:23][C:24]1[CH:31]=[CH:30][CH:29]=[CH:28][C:25]=1[CH2:26][Zn+].C(O)(=O)CC(CC(O)=O)(C(O)=O)O>C(N1C=CN(C(C)C)C1=[Pd-3](Cl)(Cl)C1C(Cl)=CC=CN=1)(C)C.O.C1COCC1.CN1CCCC1=O>[C:1]([O:5][C:6]([N:8]1[C:16]2[C:11](=[N:12][CH:13]=[C:14]([CH2:26][C:25]3[CH:28]=[CH:29][CH:30]=[CH:31][C:24]=3[F:23])[CH:15]=2)[C:10]([CH3:19])([CH3:18])[CH2:9]1)=[O:7])([CH3:4])([CH3:3])[CH3:2] |f:1.2,3.4|. Reported procedure: To a nitrogen-degassed mixture of 6-bromo-3,3-dimethyl-2,3-dihydro-pyrrolo[3,2-b]pyridine-1-carboxylic acid tert-butyl ester (4.09 g, 12.5 mmol), lithium bromide (3.22 g, 37.5 mmol), (1,3-diisopropylimidazol-2-ylidene)(3-chloropyridyl)palladium (II) dichloride (0.17 g, 0.25 mmol), 1-methyl-2-pyrrolidinone (30 mL) and THF (30 mL) was added a solution of 2-fluoro- benzylzinc chloride in THF (0.5 M, 40 mL, 20 mmol) and resulting mixture was stirred at 20° C. for 3 h. The mixture was poured into wat... Reactants: FC(CN=C(NC1=NC(=NC=C1)SCCN)N)(F)F (4-[2-(2,2,2-trifluoroethyl)guanidino]-2-(2-aminoethylthio)pyrimidine), dimethyl(cyanoimido)dithiocarbonate. Run in C(C)#N (acetonitrile). Conditions: time 24 hour. Yields the product FC(CN=C(NC1=NC(=NC=C1)SCCNC(=NC#N)NC)N)(F)F (4-[2-(2,2,2-trifluoroethyl)guanidino]-2-[2-(2-cyano-3-methylguanidino)ethylthio]pyrimidine). RXN SMILES: [F:1][C:2]([F:19])([F:18])[CH2:3][N:4]=[C:5]([NH2:17])[NH:6][C:7]1[CH:12]=[CH:11][N:10]=[C:9]([S:13][CH2:14][CH2:15][NH2:16])[N:8]=1>C(#N)C>[F:19][C:2]([F:1])([F:18])[CH2:3][N:4]=[C:5]([NH2:17])[NH:6][C:7]1[CH:12]=[CH:11][N:10]=[C:9]([S:13][CH2:14][CH2:15][NH:16][C:7]([NH:8][CH3:9])=[N:6][C:5]#[N:4])[N:8]=1. Procedure details: A mixture of 4-[2-(2,2,2-trifluoroethyl)guanidino]-2-(2-aminoethylthio)pyrimidine (0.25 g.), acetonitrile (5 ml.) and dimethyl(cyanoimido)dithiocarbonate (0.12 g.) was left at room temperature for 24 hours and then evaporated to dryness. The residue was dissolved in a 33% w/v solution of methylamine in ethanol, and the solution left at room temperature for 24 hours and then evaporated to dryness. The residue was recrystallised from ethanol to give 4-[2-(2,2,2-trifluoroethyl)guanidino]-2-[2-(2-cy... Starting materials: C(C(=O)Cl)(=O)Cl (oxalyl chloride), amino acid, COC(=O)[C@H](CC(=O)O)NC(=O)OCC1=CC=CC=C1 (Z-asp-OMe), CN(C)C=O (DMF). Run in C1CCOC1 (THF), C1CCOC1 (THF). Yields the product C(C1=CC=CC=C1)OC(=O)N[C@H](C(=O)OC)CC(=O)Cl (Methyl (S)-2-benzyloxycarbonylamino-3-chlorocarbonylpropionate). RXN SMILES: [CH3:1][O:2][C:3]([C@@H:5]([NH:10][C:11]([O:13][CH2:14][C:15]1[CH:20]=[CH:19][CH:18]=[CH:17][CH:16]=1)=[O:12])[CH2:6][C:7](O)=[O:8])=[O:4].CN(C=O)C.C(Cl)(=O)C([Cl:29])=O>C1COCC1>[CH2:14]([O:13][C:11]([NH:10][C@@H:5]([CH2:6][C:7]([Cl:29])=[O:8])[C:3]([O:2][CH3:1])=[O:4])=[O:12])[C:15]1[CH:20]=[CH:19][CH:18]=[CH:17][CH:16]=1. Reported procedure: Z-asp-OMe (175 g, 622 mmol) was dissolved in THF (1750 ml) and admixed with 2 ml of DMF. 86.9 g (684 mmol) of oxalyl chloride were dissolved in 200 ml of THF (slightly exothermic), cooled back to room temperature (RT) and added dropwise to the solution of the amino acid over 1 hour (h). After a further hour at RT, the solution was initially sparged with nitrogen for 10 min, concentrated on a rotary evaporator at a maximum of 30° C. and coevaporated repeatedly with toluene. The resulting dirty wh... The reactants are CC(C)=CCC\C(\C)=C\CO (geraniol), C(C(C)C)(=O)Cl (isobutyryl chloride). Solvent: N1=CC=CC=C1 (pyridine), C(Cl)Cl (methylene chloride). Procedure: A mixture of geraniol (355 mg, 2.3 mmol) and isobutyryl chloride (407 mg, 3.8 mmol) was refluxed for 4.5 hours in 9.5 ml of methylene chloride (CH2Cl2) and 2 ml of pyridine. After the reflux, the reaction mixture was quenched over ice/water, extracted with hexane, washed, and dried over magnesium sulfate. The reaction mixture was concentrated under vacuum at 32° C. to yield 161 mg of oil, which was then purified by open column chromatography using ethyl acetate/hexane (5/95) as an eluant to affo... Product: C(C(C)C)(=O)OC\C=C(/C)\CCC=C(C)C (GERANYL ISOBUTYRATE). As a reaction SMILES: [CH3:1][C:2](=[CH:4][CH2:5][CH2:6]/[C:7](=[CH:9]/[CH2:10][OH:11])/[CH3:8])[CH3:3].[C:12](Cl)(=[O:16])[CH:13]([CH3:15])[CH3:14]>C(Cl)Cl.N1C=CC=CC=1>[C:12]([O:11][CH2:10]/[CH:9]=[C:7](/[CH2:6][CH2:5][CH:4]=[C:2]([CH3:1])[CH3:3])\[CH3:8])(=[O:16])[CH:13]([CH3:15])[CH3:14]. The yield is 31.2%. The reactants are C(C)(OCC)(OCC)OCC (triethyl orthoacetate), C(C1=CC=CC=C1)OC1=CC=C2C(=C(C=NC2=C1)NCC(C)C)N (7-benzyloxy-N-(2-methylpropyl)quinoline-3,4-diamine), C(C1=CC=CC=C1)OC1=CC=C2C(=C(C=NC2=C1)N)NCC(C)C (7-benzyloxy-N4-(2-methylpropyl)quinoline-3,4-diamine). Run in xylenes, C(C)OCC (Diethyl ether). Conditions: temperature 160 celsius. The product is C(C1=CC=CC=C1)OC=1C=CC=2C3=C(C=NC2C1)N=C(N3CC(C)C)C (7-benzyloxy-2-methyl-1-(2-methylpropyl)-1H-imidazo[4,5-c]quinoline). RXN SMILES: [CH2:1]([O:8][C:9]1[CH:18]=[C:17]2[C:12]([C:13]([NH:20][CH2:21][CH:22]([CH3:24])[CH3:23])=[C:14]([NH2:19])[CH:15]=[N:16]2)=[CH:11][CH:10]=1)[C:2]1[CH:7]=[CH:6][CH:5]=[CH:4][CH:3]=1.[C:25](OCC)(OCC)(OCC)[CH3:26].C(OC1C=C2C(C(N)=C(NCC(C)C)C=N2)=CC=1)C1C=CC=CC=1>C(OCC)C>[CH2:1]([O:8][C:9]1[CH:10]=[CH:11][C:12]2[C:13]3[N:20]([CH2:21][CH:22]([CH3:24])[CH3:23])[C:25]([CH3:26])=[N:19][C:14]=3[CH:15]=[N:16][C:17]=2[CH:18]=1)[C:2]1[CH:3]=[CH:4][CH:5]=[CH:6][CH:7]=1. Reported procedure: The preparation of 7-benzyloxy-N4-(2-methylpropyl)quinoline-3,4-diamine is described in Parts A-F of Example 1. Under a nitrogen atmosphere, triethyl orthoacetate (4.59 mL, 25.0 mmol) was added to a solution of 7-benzyloxy-N-(2-methylpropyl)quinoline-3,4-diamine (8.05 g, 25.0 mmol) in xylenes (130 mL), and the resulting solution was heated at reflux (160° C.) overnight. The solvent volume was reduced to 70 mL using a Dean-Stark trap. Over a period of a few days, a precipitate formed. Diethyl eth... Starting materials: CCO, CCOC(C)=O, [Ca+2], [Cl-], [Cl-], Nc1c(F)c(F)c(F)c(F)c1[N+](=O)[O-], O, c1ccccc1. Product: Nc1c(N)c(F)c(F)c(F)c1F. As a reaction SMILES: [CH3:25][CH2:26][OH:27].[CH3:28][CH2:29][O:30][C:31]([CH3:32])=[O:33].[Ca+2:2].[Cl-:1].[Cl-:3].[N+:5]([O-:6])(=[O:7])[c:8]1[c:9]([NH2:10])[c:11]([F:18])[c:12]([F:17])[c:13]([F:16])[c:14]1[F:15].[OH2:4].[cH:19]1[cH:20][cH:21][cH:22][cH:23][cH:24]1>>[NH2:5][c:8]1[c:9]([NH2:10])[c:11]([F:18])[c:12]([F:17])[c:13]([F:16])[c:14]1[F:15]. Reactants: [BH3-]C#N, CO, CC=O, [Cl-], [Cl-], Fc1c(Cl)cccc1NCc1cnc[nH]1, [Na+], [Zn+2]. The product is CCN(Cc1cnc[nH]1)c1cccc(Cl)c1F. As a reaction SMILES: [C:19]([BH3-:20])#[N:21].[CH3:23][OH:24].[CH:16]([CH3:17])=[O:18].[Cl-:25].[Cl-:27].[Cl:1][c:2]1[c:3]([F:15])[c:4]([NH:8][CH2:9][c:10]2[nH:11][cH:12][n:13][cH:14]2)[cH:5][cH:6][cH:7]1.[Na+:22].[Zn+2:26]>>[Cl:1][c:2]1[c:3]([F:15])[c:4]([N:8]([CH2:9][c:10]2[nH:11][cH:12][n:13][cH:14]2)[CH2:16][CH3:17])[cH:5][cH:6][cH:7]1.